From a dataset of the Open Reaction Database (ORD), a public repository of structured organic reaction records. describe an organic reaction: reactants, conditions, products, and yield The reactants are O=C1N(CCC1)C1=CC=C(C=C1)N(C(=O)OCC(Cl)(Cl)Cl)C(=O)OCC(Cl)(Cl)Cl (bis(2,2,2-trichloroethyl) [4-(2-oxopyrrolidin-1-yl)phenyl]imidodicarbonate), C1(=CC=CC=C1)C=1N=C(SC1)N1CCNCC1 (1-(4-phenyl-1,3-thiazol-2-yl)piperazine), C(C)(C)N(CC)C(C)C (diisopropylethylamine), CS(=O)C (dimethyl sulfoxide). The solvent is O (water). Product: O=C1N(CCC1)C1=CC=C(C=C1)NC(=O)N1CCN(CC1)C=1SC=C(N1)C1=CC=CC=C1 (N-[4-(2-Oxopyrrolidin-1-yl)phenyl]-4-(4-phenyl-1,3-thiazol-2-yl)piperazine-1-carboxamide). Isolated yield 68.4%. Reaction SMILES: [O:1]=[C:2]1[CH2:6][CH2:5][CH2:4][N:3]1[C:7]1[CH:12]=[CH:11][C:10]([N:13]([C:22]([O:24]CC(Cl)(Cl)Cl)=O)C(OCC(Cl)(Cl)Cl)=O)=[CH:9][CH:8]=1.[C:30]1([C:36]2[N:37]=[C:38]([N:41]3[CH2:46][CH2:45][NH:44][CH2:43][CH2:42]3)[S:39][CH:40]=2)[CH:35]=[CH:34][CH:33]=[CH:32][CH:31]=1.C(N(C(C)C)CC)(C)C.CS(C)=O>O>[O:1]=[C:2]1[CH2:6][CH2:5][CH2:4][N:3]1[C:7]1[CH:8]=[CH:9][C:10]([NH:13][C:22]([N:44]2[CH2:45][CH2:46][N:41]([C:38]3[S:39][CH:40]=[C:36]([C:30]4[CH:35]=[CH:34][CH:33]=[CH:32][CH:31]=4)[N:37]=3)[CH2:42][CH2:43]2)=[O:24])=[CH:11][CH:12]=1. Procedure: A solution of bis(2,2,2-trichloroethyl) [4-(2-oxopyrrolidin-1-yl)phenyl]imidodicarbonate (200 mg, 0.379 mmol), 1-(4-phenyl-1,3-thiazol-2-yl)piperazine (196 mg, 0.758 mmol), diisopropylethylamine (0.132 ml, 0.758 mmol) and dimethyl sulfoxide (4 ml) was stirred at 70° C. for 24 hours, the reaction mixture was poured into water, and the mixture was extracted with ethyl acetate. The extract was washed with water, and dried over anhydrous magnesium sulfate. The solvent was distilled off under reduced... Starting materials: NC1=NC=CC=C1Br (2-Amino-3-bromopyridine), FC=1C=CC(=C(C1)B(O)O)C(=O)OC (5-fluoro-2-methoxycarbonylphenylboronic acid), C1(CCCCC1)P(C1=C(C=CC=C1)C1=C(C=CC=C1OC)OC)C1CCCCC1 (2-dicyclohexylphosphino-2′,6′-dimethoxybiphenyl), C([O-])([O-])=O.[K+].[K+] (potassium carbonate). The reagents and catalysts are C(C)(=O)[O-].[Pd+2].C(C)(=O)[O-] (palladium(II) acetate). Run in O1CCOCC1.O (dioxane H2O). Run at temperature 100 celsius, time 8 hour. Product: FC=1C=CC2=C(C(NC3=NC=CC=C23)=O)C1 (8-Fluoro-5H-benzo[c][1,8]naphthyridin-6-one). Yield: 32.7%. RXN SMILES: [NH2:1][C:2]1[C:7](Br)=[CH:6][CH:5]=[CH:4][N:3]=1.[F:9][C:10]1[CH:11]=[CH:12][C:13](C(OC)=O)=[C:14](B(O)O)[CH:15]=1.C1(P(C2CCCCC2)C2C=CC=CC=2C2C(OC)=CC=CC=2OC)CCCCC1.[C:52](=[O:55])([O-])[O-].[K+].[K+]>O1CCOCC1.O.C([O-])(=O)C.[Pd+2].C([O-])(=O)C>[F:9][C:10]1[CH:15]=[CH:14][C:13]2[C:7]3[C:2](=[N:3][CH:4]=[CH:5][CH:6]=3)[NH:1][C:52](=[O:55])[C:12]=2[CH:11]=1 |f:3.4.5,6.7,8.9.10|. Procedure details: 2-Amino-3-bromopyridine (87 mg, 0.50 mmol), 5-fluoro-2-methoxycarbonylphenylboronic acid (149 mg, 0.75 mmol), palladium(II) acetate (5 mg, 0.02 mmol), 2-dicyclohexylphosphino-2′,6′-dimethoxybiphenyl (16 mg, 0.04 mmol), and potassium carbonate (207 mg, 1.50 mmol) were dissolved in dioxane/H2O (1.65 mL, 10/1, v/v), and stirred overnight at 100° C. The reaction mixture was concentrated, suspended in EtOAc/H2O, and filtered. The precipitate was washed with EtOAc/H2O, and dried under vacuum to provid... The reactants are NC1=C(C=CC=C1[N+](=O)[O-])O (2-amino-3-nitrophenol), C([O-])([O-])=O.[K+].[K+] (potassium carbonate), O (water), COC1=CC=C(CCl)C=C1 (4-methoxybenzyl chloride). The solvent is CN(C=O)C (dimethylformamide). Reaction conditions: time 30 minute. The product is COC1=CC=C(COC2=C(N)C(=CC=C2)[N+](=O)[O-])C=C1 (2-(4-methoxybenzyloxy)-6-nitroaniline). Yield: 0.1%. As a reaction SMILES: [NH2:1][C:2]1[C:7]([N+:8]([O-:10])=[O:9])=[CH:6][CH:5]=[CH:4][C:3]=1[OH:11].C(=O)([O-])[O-].[K+].[K+].[CH3:18][O:19][C:20]1[CH:27]=[CH:26][C:23]([CH2:24]Cl)=[CH:22][CH:21]=1.O>CN(C)C=O>[CH3:18][O:19][C:20]1[CH:27]=[CH:26][C:23]([CH2:24][O:11][C:3]2[CH:4]=[CH:5][CH:6]=[C:7]([N+:8]([O-:10])=[O:9])[C:2]=2[NH2:1])=[CH:22][CH:21]=1 |f:1.2.3|. Procedure: To a solution of 2-amino-3-nitrophenol (10 g) in dimethylformamide (100 ml) was added potassium carbonate (17.9 g) under ice-cooling, and the mixture was stirred for 30 minutes at the same temperature. To the mixture was added 4-methoxybenzyl chloride (10.7 g) at ambient temperature, and the mixture was stirred for 30 minutes under ice-cooling and then overnight at ambient temperature. To the reaction mixture was added water, and the mixture was extracted with dichloromethane, and purified by si... The reactants are ClC(Cl)Cl, [Na+], [Na+], [Na+], O=C([O-])O, O=S([O-])([O-])=S, O=C(OO)c1cccc(Cl)c1, Cc1cccc(-c2ccccc2)n1. Product: Cc1cccc(-c2ccccc2)[n+]1[O-]. Reaction SMILES: [CH:37]([Cl:38])([Cl:39])[Cl:40].[Na+:29].[Na+:30].[Na+:31].[O-:25][C:26]([OH:27])=[O:28].[O-:32][S:33]([O-:34])(=[S:35])=[O:36].[OH:14][O:15][C:16]([c:17]1[cH:18][c:19]([Cl:20])[cH:21][cH:22][cH:23]1)=[O:24].[c:1]1(-[c:7]2[n:8][c:9]([CH3:13])[cH:10][cH:11][cH:12]2)[cH:2][cH:3][cH:4][cH:5][cH:6]1>>[c:1]1(-[c:7]2[n+:8]([O-:14])[c:9]([CH3:13])[cH:10][cH:11][cH:12]2)[cH:2][cH:3][cH:4][cH:5][cH:6]1. The reactants are OC1=CC=C(C=C1)S(=O)(=O)C=1OC2=C(C1C1=CC=CC=C1)C=CC=C2 (2-(4-hydroxyphenylsulfonyl)-3-phenylbenzofuran), C(Br)C1CO1 (epibromohydrin). Product: O1C(COC2=CC=C(C=C2)S(=O)(=O)C=2OC3=C(C2C2=CC=CC=C2)C=CC=C3)C1 (2-[4-(2,3-epoxypropoxy)phenylsulfonyl]-3-phenylbenzofuran). Reaction SMILES: [OH:1][C:2]1[CH:7]=[CH:6][C:5]([S:8]([C:11]2[O:12][C:13]3[CH:25]=[CH:24][CH:23]=[CH:22][C:14]=3[C:15]=2[C:16]2[CH:21]=[CH:20][CH:19]=[CH:18][CH:17]=2)(=[O:10])=[O:9])=[CH:4][CH:3]=1.[CH2:26]([CH:28]1[O:30][CH2:29]1)Br>>[O:30]1[CH2:29][CH:28]1[CH2:26][O:1][C:2]1[CH:3]=[CH:4][C:5]([S:8]([C:11]2[O:12][C:13]3[CH:25]=[CH:24][CH:23]=[CH:22][C:14]=3[C:15]=2[C:16]2[CH:21]=[CH:20][CH:19]=[CH:18][CH:17]=2)(=[O:10])=[O:9])=[CH:6][CH:7]=1. Procedure: Reaction of 2-(4-hydroxyphenylsulfonyl)-3-phenylbenzofuran with epibromohydrin according to the procedure of Example 3 gives 2-[4-(2,3-epoxypropoxy)phenylsulfonyl]-3-phenylbenzofuran. RXN SMILES: [Br:1][C:2]1[C:3]([F:21])=[CH:4][C:5]2[CH:11]3[CH2:12][CH:9]([CH2:10]3)[N:8]3[CH:13]=[C:14]([C:16]([O:18][CH3:19])=[O:17])[N:15]=[C:7]3[C:6]=2[CH:20]=1.[F:22][C:23]1[CH:24]=[C:25]([CH:31]=[O:32])[C:26]([O:29][CH3:30])=[N:27][CH:28]=1>>[Br:1][C:2]1[C:3]([F:21])=[CH:4][C:5]2[CH:11]3[CH2:10][CH:9]([CH2:12]3)[N:8]3[C:13]([CH:31]([C:25]4[C:26]([O:29][CH3:30])=[N:27][CH:28]=[C:23]([F:22])[CH:24]=4)[OH:32])=[C:14]([C:16]([O:18][CH3:19])=[O:17])[N:15]=[C:7]3[C:6]=2[CH:20]=1. Product: BrC=1C(=CC2=C(C=3N(C4CC2C4)C(=C(N3)C(=O)OC)C(O)C=3C(=NC=C(C3)F)OC)C1)F (Methyl 10-bromo-9-fluoro-3-((5-fluoro-2-methoxypyridin-3-yl)(hydroxy)methyl)-6,7-dihydro-5H-5,7-methanobenzo[c]imidazo[1,2-a]azepine-2-carboxylate). Isolated yield 68.0%. The reactants are BrC=1C(=CC2=C(C=3N(C4CC2C4)C=C(N3)C(=O)OC)C1)F (Methyl 10-bromo-9-fluoro-6,7-dihydro-5H-5,7-methanobenzo[c]imidazo[1,2-a]azepine-2-carboxylate), FC=1C=C(C(=NC1)OC)C=O (5-fluoro-2-methoxy-pyridine-3-carbaldehyde). Reported procedure: Methyl 10-bromo-9-fluoro-3-((5-fluoro-2-methoxypyridin-3-yl)(hydroxy)methyl)-6,7-dihydro-5H-5,7-methanobenzo[c]imidazo[1,2-a]azepine-2-carboxylate was prepared similarly according to the procedure in Example 9. Methyl 10-bromo-9-fluoro-6,7-dihydro-5H-5,7-methanobenzo[c]imidazo[1,2-a]azepine-2-carboxylate was reacted with 5-fluoro-2-methoxy-pyridine-3-carbaldehyde to afford 196 mg (68% yield) of the title compound.